From a dataset of the Open Reaction Database (ORD), a public repository of structured organic reaction records. describe an organic reaction: reactants, conditions, products, and yield Reactants: FC1=C(C=CC=C1S(=O)(=O)C)C1CCNCC1 (4-[2-fluoro-3-(methylsulfonyl)-phenyl]-piperidine), C([O-])([O-])=O.[K+].[K+] (potassium carbonate), IC (iodomethane), ( 9 ), ( 13 ), ( 32 ). Solvent: C(C)#N (acetonitrile). Conditions: time 1 hour. Product: FC1=C(C=CC=C1S(=O)(=O)C)C1CCN(CC1)C (4-[2-FLUORO-3-(METHYLSULFONYL)PHENYL]-1-METHYLPIPERIDINE). Reaction SMILES: [F:1][C:2]1[C:7]([S:8]([CH3:11])(=[O:10])=[O:9])=[CH:6][CH:5]=[CH:4][C:3]=1[CH:12]1[CH2:17][CH2:16][NH:15][CH2:14][CH2:13]1.[C:18](=O)([O-])[O-].[K+].[K+].IC>C(#N)C>[F:1][C:2]1[C:7]([S:8]([CH3:11])(=[O:10])=[O:9])=[CH:6][CH:5]=[CH:4][C:3]=1[CH:12]1[CH2:17][CH2:16][N:15]([CH3:18])[CH2:14][CH2:13]1 |f:1.2.3|. Procedure: To a solution of 4-[2-fluoro-3-(methylsulfonyl)-phenyl]-piperidine (0.02 g, 0.078 mmol) in acetonitrile (2 ml) was added potassium carbonate (0.02 g, 0.14 mmol) and iodomethane (0.0047 ml, 0.078 mmol). The mixture was stirred at ambient temperature for 1 h. MS m/z (relative intensity, 70 eV) 271 (M+, 66), 270 (bp), 192 (9), 133 (13) 97 (32).